This data is from the Open Reaction Database (ORD), a public repository of structured organic reaction records. The task is: describe an organic reaction: reactants, conditions, products, and yield Starting materials: COC(=O)C=1C(=NOC1N)C1=CC=C(C=C1)OC(F)(F)F (methyl-5-amino-3-(4-(trifluoromethoxy)phenyl)isoxazol-4-carboxylate), [OH-].[Na+] (sodium hydroxide). Solvent: CO (methanol). Product: NC1=C(C(=NO1)C1=CC=C(C=C1)OC(F)(F)F)C(=O)O (5-amino-3-(4-(trifluoromethoxy)phenyl)isoxazol-4-carboxylic acid). Isolated yield 75.7%. RXN SMILES: C[O:2][C:3]([C:5]1[C:6]([C:11]2[CH:16]=[CH:15][C:14]([O:17][C:18]([F:21])([F:20])[F:19])=[CH:13][CH:12]=2)=[N:7][O:8][C:9]=1[NH2:10])=[O:4].[OH-].[Na+]>CO>[NH2:10][C:9]1[O:8][N:7]=[C:6]([C:11]2[CH:12]=[CH:13][C:14]([O:17][C:18]([F:20])([F:21])[F:19])=[CH:15][CH:16]=2)[C:5]=1[C:3]([OH:4])=[O:2] |f:1.2|. Procedure details: In a similar manner as described in Preparation Example 25, by using methanol (60 mL), methyl-5-amino-3-(4-(trifluoromethoxy)phenyl)isoxazol-4-carboxylate (6.0 g, 19.85 mmol) and 3% sodium hydroxide aqueous solution (60 mL), a white solid required compound (4.32 g, 15.02 mmol, 76%) was obtained. The reactants are C(C)(=O)O.C(=N)N (Formamidine acetate), C(=O)(OC)C1C(CSC1)=O (4-carbomethoxytetrahydro-3-thiophenone), [O-]CC.[Na+] (sodium ethoxide). The solvent is CCO (EtOH). Run at temperature 90 celsius. Product: N1=CNC(C2=C1CSC2)=O (5,7-Dihydro-3H-thieno[3,4-d]pyrimidin-4-one). Reaction SMILES: [C:1]([CH:5]1[CH2:9][S:8][CH2:7][C:6]1=O)(OC)=[O:2].C(O)(=O)C.[CH:15]([NH2:17])=[NH:16].[O-]CC.[Na+]>CCO>[N:16]1[C:6]2[CH2:7][S:8][CH2:9][C:5]=2[C:1](=[O:2])[NH:17][CH:15]=1 |f:1.2,3.4|. Procedure details: Commercially available 4-carbomethoxytetrahydro-3-thiophenone (5 g, 31.2 mmol) is dissolved in EtOH (284 mL). Formamidine acetate (22 g, 211 mmol) is then added followed by sodium ethoxide (45 mL, 121 mmol, 21% w/w) and the mixture is heated at 90° C. for 14 hours. Reaction is cooled to room temperature and concentrated to a residue which is absorbed onto silica and separated via FCC (0-10% Methanol:CH2Cl2) to give the title compound as a solid. MS (ESI) m/z 155.14 (M+1). Reactants: C1=C(C=CC2=CC=CC=C12)C=O (2-naphthaldehyde), [Br-].COC(C[P+](C1=CC=CC=C1)(C1=CC=CC=C1)C1=CC=CC=C1)=CC(=O)OC ([2-methoxy-3-(methoxycarbonyl)allyl]triphenylphosphonium bromide), C(Cl)Cl (methylene chloride), C1=CC(=CC=C1N)O (p-aminophenol), [OH-].[Na+] (sodium hydroxide). The solvent is O1CCOCC1 (dioxane), S(O)(O)(=O)=O (sulfuric acid). Yields the product OC1=CC=C(C=C1)NC=C(C(=O)OC)C(C=CC1=CC2=CC=CC=C2C=C1)=O (methyl 2-(4-hydroxyphenylaminomethylene)-5-(2-naphthyl)-3-oxo-4-pentenoate). Reaction SMILES: [CH:1]1[C:10]2[C:5](=[CH:6][CH:7]=[CH:8][CH:9]=2)[CH:4]=[CH:3][C:2]=1[CH:11]=O.[Br-].C[O:15][C:16](=[CH:37][C:38]([O:40][CH3:41])=[O:39])[CH2:17][P+](C1C=CC=CC=1)(C1C=CC=CC=1)C1C=CC=CC=1.[OH-].[Na+].[CH:44]1[C:49]([NH2:50])=[CH:48][CH:47]=[C:46]([OH:51])[CH:45]=1.[CH2:52](Cl)Cl>O1CCOCC1.S(=O)(=O)(O)O>[OH:51][C:46]1[CH:47]=[CH:48][C:49]([NH:50][CH:52]=[C:37]([C:16](=[O:15])[CH:17]=[CH:11][C:2]2[CH:3]=[CH:4][C:5]3[C:10](=[CH:9][CH:8]=[CH:7][CH:6]=3)[CH:1]=2)[C:38]([O:40][CH3:41])=[O:39])=[CH:44][CH:45]=1 |f:1.2,3.4|. Procedure: In 25 ml of methylene chloride were dissolved 3.1 g of 2-naphthaldehyde and 9.4 g of [2-methoxy-3-(methoxycarbonyl)allyl]triphenylphosphonium bromide, followed by addition thereto of 19 ml of a 50% by weight aqueous sodium hydroxide solution with stirring at room temperature, and the mixture was subjected to reaction at the same temperature for 20 minutes. After completion of the reaction, the methylene chloride layer was separated from the reaction mixture and washed with water. It was then dri...